Dataset: the Open Reaction Database (ORD), a public repository of structured organic reaction records. Task: describe an organic reaction: reactants, conditions, products, and yield Reactants: ClC=1C=NC(NC1)=O (5-chloropyrimid-2-one), [OH-].[K+] (KOH), ClCC(=O)O (chloroacetic acid). The product is C(=O)(O)CN1C(N=CC(=C1)Cl)=O (1-Carboxymethyl-5-chloropyrimid-2-one). Isolated yield 47.0%. As a reaction SMILES: [Cl:1][C:2]1[CH:3]=[N:4][C:5](=[O:8])[NH:6][CH:7]=1.[OH-].[K+].Cl[CH2:12][C:13]([OH:15])=[O:14]>>[C:13]([CH2:12][N:4]1[CH:3]=[C:2]([Cl:1])[CH:7]=[N:6][C:5]1=[O:8])([OH:15])=[O:14] |f:1.2|. Reported procedure: A solution made from 5-chloropyrimid-2-one (0.015 mol), aqueous 0.78 M KOH (45 ml) and chloroacetic acid (0.018 mol) was heated under reflux until the pH had fallen to below 8. The solution was then concentrated to a small volume at reduced pressure. Addition of 1 N HCl (15 ml) caused the product to crystallize; yield 47%, m.p. 186°-188° C. (acetone). (Found: C, 38.35; H, 2.69. Calc. for C6H5ClN2O3 : C, 38.23; H, 2.67). Reactants: O=C([O-])[O-], CO, COC(=O)c1ccnc(Cl)c1, CC1(C)OB(c2ccc(OC(F)(F)F)cc2F)OC1(C)C, [K+], [K+], Cl[Pd]Cl. Product: COC(=O)c1ccnc(-c2ccc(OC(F)(F)F)cc2F)c1. As a reaction SMILES: [C:33](=[O:34])([O-:35])[O-:36].[CH3:39][OH:40].[Cl:1][c:2]1[cH:3][c:4]([C:5](=[O:6])[O:7][CH3:8])[cH:9][cH:10][n:11]1.[F:12][c:13]1[c:14]([B:24]2[O:25][C:26]([CH3:27])([CH3:28])[C:29]([CH3:30])([CH3:31])[O:32]2)[cH:15][cH:16][c:17]([O:19][C:20]([F:21])([F:22])[F:23])[cH:18]1.[K+:37].[K+:38].[Pd:41]([Cl:42])[Cl:43]>>[c:2]1(-[c:14]2[c:13]([F:12])[cH:18][c:17]([O:19][C:20]([F:21])([F:22])[F:23])[cH:16][cH:15]2)[cH:3][c:4]([C:5](=[O:6])[O:7][CH3:8])[cH:9][cH:10][n:11]1.